Task: describe an organic reaction: reactants, conditions, products, and yield. Dataset: the Open Reaction Database (ORD), a public repository of structured organic reaction records Reactants: [N+](=O)([O-])C1=CC=C(C(=O)Cl)C=C1 (p-nitrobenzoyl chloride), [OH-].[Na+] (NaOH), NC1=C(C=CC(=C1)C(C)(C)CC)O (2-amino-4-tert-amyl-phenol), Cl (HCl), C(C)(C)(C)NC1=NC(=NC(=N1)Cl)Cl (2-tert-butylamino-4,6-dichloro-1,3,5-triazine), C1(=CC=C(C=C1)S(=O)(=O)O)C (p-toluenesulfonic acid). The solvent is C=1(C(=CC=CC1)C)C (xylene). Reaction conditions: temperature 130 celsius. The product is [N+](=O)([O-])C1=CC=C(C=C1)C=1OC2=C(N1)C=CC(=C2)C(C)(C)CC (2-(4-nitrophenyl)-6-tert-amyl-benzoxazole). RXN SMILES: [N+:1]([C:4]1[CH:12]=[CH:11][C:7]([C:8](Cl)=[O:9])=[CH:6][CH:5]=1)([O-:3])=[O:2].N[C:14]1[CH:19]=[C:18]([C:20]([CH2:23][CH3:24])([CH3:22])[CH3:21])[CH:17]=[CH:16][C:15]=1O.C([NH:30]C1N=C(Cl)N=C(Cl)N=1)(C)(C)C.[OH-].[Na+].Cl.C1(C)C=CC(S(O)(=O)=O)=CC=1>C1(C)C(C)=CC=CC=1>[N+:1]([C:4]1[CH:12]=[CH:11][C:7]([C:8]2[O:9][C:14]3[CH:19]=[C:18]([C:20]([CH2:23][CH3:24])([CH3:22])[CH3:21])[CH:17]=[CH:16][C:15]=3[N:30]=2)=[CH:6][CH:5]=1)([O-:3])=[O:2] |f:3.4|. Reported procedure: B)—185 Grams of melted p-nitrobenzoyl chloride (80-85° C.) are dropped into a round-bottom flask containing 179 g of 2-amino-4-tert-amyl-phenol in 1000 m of xylene. The resulting suspension is heated slowly to 130° C., neutralizing the formed HCl with aqueous NaOH. When evolution of HCl is over, the reaction mixture is added with 9.5 of p-toluenesulfonic acid, and the whole is heated under reflux for 4 hours. After cooling at 30° C., the precipitate is washed twice with xylene and three times wi... The reactants are BrC=1C=C(C=C(C1OC1=C(C=C(C(=C1)C(C)C)O)C(C1=CC(=CC=C1)C)=O)Br)CC(=O)O (3,5-dibromo-4-[4-hydroxy-5-isopropyl-2 -(3-methylbenzoyl)phenoxy]phenylacetic acid). Reagents/catalysts: O=S(Cl)Cl (SOCl2). The solvent is CO (MeOH). Reaction conditions: time 12 hour. Yields the product BrC=1C=C(C=C(C1OC1=C(C=C(C(=C1)C(C)C)OCCC(=C)C)C(C1=CC(=CC=C1)C)=O)Br)CC(=O)O (3,5-Dibromo-4-[5-isopropyl-2-(3-methylbenzoyl)-4-(3-methyl-3-butenyloxy)-phenoxy]phenylacetic acid). Yield: 109.8%. RXN SMILES: [Br:1][C:2]1[CH:3]=[C:4]([CH2:29][C:30]([OH:32])=[O:31])[CH:5]=[C:6]([Br:28])[C:7]=1[O:8][C:9]1[CH:14]=[C:13]([CH:15]([CH3:17])[CH3:16])[C:12]([OH:18])=[CH:11][C:10]=1[C:19](=[O:27])[C:20]1[CH:25]=[CH:24][CH:23]=[C:22]([CH3:26])[CH:21]=1>O=S(Cl)Cl.CO>[Br:1][C:2]1[CH:3]=[C:4]([CH2:29][C:30]([OH:32])=[O:31])[CH:5]=[C:6]([Br:28])[C:7]=1[O:8][C:9]1[CH:14]=[C:13]([CH:15]([CH3:17])[CH3:16])[C:12]([O:18][CH2:2][CH2:3][C:4]([CH3:29])=[CH2:5])=[CH:11][C:10]=1[C:19](=[O:27])[C:20]1[CH:25]=[CH:24][CH:23]=[C:22]([CH3:26])[CH:21]=1. Reported procedure: Five drops of SOCl2 was added to a solution of 3,5-dibromo-4-[4-hydroxy-5-isopropyl-2 -(3-methylbenzoyl)phenoxy]phenylacetic acid (0.30 g, 0.52 mmol), in 20 mL MeOH. The mixture was stirred at room temperature for 12 h and concentrated leaving the title compound (0.18 g, 60%). 1H NMR (CDCl3): δ 7.9–7.7 (m, 2H), 7.5–7.1 (m, 4H), 6.9 (s, 1H), 6.2 (s, 1H), 4.7 (s, 3H), 4.5 (s, 2H), 3.1 (m, 1H), 2.4 (s, 3H), 1.1 (d, 6H). Procedure: 2-(3-Methoxyphenyl)-1-(3-pyridinylmethyl)pyrrolidine and 48% hydrobromic acid (35 ml) were warmed to 100° C. for 7 hrs. The reaction mixture was cooled to ambient temperature, neutralized with saturated sodium bicarbonate solution, and extracted with dichloromethane (2 times). The combined organic extracts were dried over anhydrous sodium sulfate, filtered, and the filtrate was concentrated. The residue was purified by flash column chromatography (silica gel, 1:1 ethyl acetate/dichloromethane). ... RXN SMILES: C[O:2][C:3]1[CH:4]=[C:5]([CH:9]2[CH2:13][CH2:12][CH2:11][N:10]2[CH2:14][C:15]2[CH:16]=[N:17][CH:18]=[CH:19][CH:20]=2)[CH:6]=[CH:7][CH:8]=1.Br.C(=O)(O)[O-].[Na+]>>[N:17]1[CH:18]=[CH:19][CH:20]=[C:15]([CH2:14][N:10]2[CH2:11][CH2:12][CH2:13][CH:9]2[C:5]2[CH:4]=[C:3]([OH:2])[CH:8]=[CH:7][CH:6]=2)[CH:16]=1 |f:2.3|. The reactants are COC=1C=C(C=CC1)C1N(CCC1)CC=1C=NC=CC1 (2-(3-Methoxyphenyl)-1-(3-pyridinylmethyl)pyrrolidine), Br (hydrobromic acid), C([O-])(O)=O.[Na+] (sodium bicarbonate). Yield: 63.0%. Yields the product N1=CC(=CC=C1)CN1C(CCC1)C=1C=C(C=CC1)O (3-[1-(3-Pyridinylmethyl )-2-pyrrolidinyl]phenol). Reactants: CCOC(=O)N1CCCN(c2nc3ccccc3[nH]2)CC1, CCOC(C)=O, CN(C)C=O, CCOC(=O)c1ccc(CCl)o1, [H-], [Na+]. The product is CCOC(=O)c1ccc(Cn2c(N3CCCN(C(=O)OCC)CC3)nc3ccccc32)o1. Reaction SMILES: [CH2:1]([CH3:2])[O:3][C:4](=[O:5])[N:6]1[CH2:7][CH2:8][N:9]([c:13]2[n:14][c:15]3[c:16]([nH:17]2)[cH:18][cH:19][cH:20][cH:21]3)[CH2:10][CH2:11][CH2:12]1.[CH3:36][CH2:37][O:38][C:39](=[O:40])[CH3:41].[CH3:42][N:43]([CH3:44])[CH:45]=[O:46].[Cl:24][CH2:25][c:26]1[cH:27][cH:28][c:29]([C:31](=[O:32])[O:33][CH2:34][CH3:35])[o:30]1.[H-:22].[Na+:23]>>[CH2:1]([CH3:2])[O:3][C:4](=[O:5])[N:6]1[CH2:7][CH2:8][N:9]([c:13]2[n:14]([CH2:25][c:26]3[cH:27][cH:28][c:29]([C:31](=[O:32])[O:33][CH2:34][CH3:35])[o:30]3)[c:15]3[c:16]([n:17]2)[cH:18][cH:19][cH:20][cH:21]3)[CH2:10][CH2:11][CH2:12]1. The reactants are N[C@@H]1CC[C@H](CC1)NC(=O)C1=CNC2=C1N=CN=C2C2=C(C=C(C=C2)OC)OCCOC (trans-4-[4-methoxy-2-(2-methoxy-ethoxy)-phenyl]-5H-pyrrolo[3,2-d]pyrimidine-7-carboxylic acid (4-amino-cyclohexyl)-amide), C1(CC1)C(=O)Cl (cyclopropanecarbonyl chloride). Yields the product C1(CC1)C(=O)N[C@@H]1CC[C@H](CC1)NC(=O)C1=CNC2=C1N=CN=C2C2=C(C=C(C=C2)OC)OCCOC (trans-4-[4-Methoxy-2-(2-methoxy-ethoxy)-phenyl]-5H-pyrrolo[3,2-d]pyrimidine-7-carboxylic acid [4-(cyclopropanecarbonyl-amino)cyclohexyl]-amide). Reaction SMILES: [NH2:1][C@H:2]1[CH2:7][CH2:6][C@H:5]([NH:8][C:9]([C:11]2[C:15]3[N:16]=[CH:17][N:18]=[C:19]([C:20]4[CH:25]=[CH:24][C:23]([O:26][CH3:27])=[CH:22][C:21]=4[O:28][CH2:29][CH2:30][O:31][CH3:32])[C:14]=3[NH:13][CH:12]=2)=[O:10])[CH2:4][CH2:3]1.[CH:33]1([C:36](Cl)=[O:37])[CH2:35][CH2:34]1>>[CH:33]1([C:36]([NH:1][C@H:2]2[CH2:7][CH2:6][C@H:5]([NH:8][C:9]([C:11]3[C:15]4[N:16]=[CH:17][N:18]=[C:19]([C:20]5[CH:25]=[CH:24][C:23]([O:26][CH3:27])=[CH:22][C:21]=5[O:28][CH2:29][CH2:30][O:31][CH3:32])[C:14]=4[NH:13][CH:12]=3)=[O:10])[CH2:4][CH2:3]2)=[O:37])[CH2:35][CH2:34]1. Procedure: Starting from trans-4-[4-methoxy-2-(2-methoxy-ethoxy)-phenyl]-5H-pyrrolo[3,2-d]pyrimidine-7-carboxylic acid (4-amino-cyclohexyl)-amide (example A182) and cyclopropanecarbonyl chloride the title compound was obtained as colorless solid. Reactants: FC1=CC=C(CN2CCN(CC2)CCNC(=O)C2=NNC3=CC=CC=C23)C=C1 (N-[2-(4-p-fluorobenzyl-1-piperazinyl)ethyl]-1H-indazole-3-carboxamide), C(C=C)Br (allyl bromide). Yields the product FC1=CC=C(CN2CCN(CC2)CCNC(=O)C2=NN(C3=CC=CC=C23)CC=C)C=C1 (N-[2-(4-p-Fluorobenzyl-1-piperazinyl)ethyl]-1-allylindazole-3-carboxamide). Reaction SMILES: [F:1][C:2]1[CH:28]=[CH:27][C:5]([CH2:6][N:7]2[CH2:12][CH2:11][N:10]([CH2:13][CH2:14][NH:15][C:16]([C:18]3[C:26]4[C:21](=[CH:22][CH:23]=[CH:24][CH:25]=4)[NH:20][N:19]=3)=[O:17])[CH2:9][CH2:8]2)=[CH:4][CH:3]=1.[CH2:29](Br)[CH:30]=[CH2:31]>>[F:1][C:2]1[CH:28]=[CH:27][C:5]([CH2:6][N:7]2[CH2:8][CH2:9][N:10]([CH2:13][CH2:14][NH:15][C:16]([C:18]3[C:26]4[C:21](=[CH:22][CH:23]=[CH:24][CH:25]=4)[N:20]([CH2:31][CH:30]=[CH2:29])[N:19]=3)=[O:17])[CH2:11][CH2:12]2)=[CH:4][CH:3]=1. Procedure details: The title compound was synthesized by using N-[2-(4-p-fluorobenzyl-1-piperazinyl)ethyl]-1H-indazole-3-carboxamide obtained in Example 11 and allyl bromide according to the same process as in Example 12. Reactants: [BH3-]C#N, O=C([O-])O, CCOC(=O)CCN, CC(=O)[O-], CO, Cl, O=Cc1ccc(F)cc1, [Na+], [Na+], [Na+]. Yields the product CCOC(=O)CCNCc1ccc(F)cc1. Reaction SMILES: [C:24]([BH3-:25])#[N:26].[C:30](=[O:31])([OH:32])[O-:33].[CH2:2]([CH3:3])[O:4][C:5]([CH2:6][CH2:7][NH2:8])=[O:9].[CH3:20][C:21](=[O:22])[O-:23].[CH3:28][OH:29].[ClH:1].[F:10][c:11]1[cH:12][cH:13][c:14]([CH:15]=[O:16])[cH:17][cH:18]1.[Na+:19].[Na+:27].[Na+:34]>>[CH2:2]([CH3:3])[O:4][C:5]([CH2:6][CH2:7][NH:8][CH2:15][c:14]1[cH:13][cH:12][c:11]([F:10])[cH:18][cH:17]1)=[O:9]. Reactants: C(C)OC(=O)C1(CC1)C1=CC=C(C=C1)C1=CC=C(C=C1)C1=C(C(=NO1)C)N (1-[4′-(4-amino-3-methyl-isoxazol-5-yl)-biphenyl-4-yl]-cyclopropanecarboxylic acid ethyl ester), BrC1=CC=CC(=N1)C(=O)N1CCN(CC1)C ((6-bromo-pyridin-2-yl)-(4-methyl-piperazin-1-yl)-methanone). The product is C(C)OC(=O)C1(CC1)C1=CC=C(C=C1)C1=CC=C(C=C1)C1=C(C(=NO1)C)NC1=NC(=CC=C1)C(=O)N1CCN(CC1)C (1-(4′-{3-Methyl-4-[6-(4-methyl-piperazine-1-carbonyl)-pyridin-2-ylamino]-isoxazol-5-yl}-biphenyl-4-yl)-cyclopropanecarboxylic acid ethyl ester). Reaction SMILES: [CH2:1]([O:3][C:4]([C:6]1([C:9]2[CH:14]=[CH:13][C:12]([C:15]3[CH:20]=[CH:19][C:18]([C:21]4[O:25][N:24]=[C:23]([CH3:26])[C:22]=4[NH2:27])=[CH:17][CH:16]=3)=[CH:11][CH:10]=2)[CH2:8][CH2:7]1)=[O:5])[CH3:2].Br[C:29]1[N:34]=[C:33]([C:35]([N:37]2[CH2:42][CH2:41][N:40]([CH3:43])[CH2:39][CH2:38]2)=[O:36])[CH:32]=[CH:31][CH:30]=1>>[CH2:1]([O:3][C:4]([C:6]1([C:9]2[CH:10]=[CH:11][C:12]([C:15]3[CH:20]=[CH:19][C:18]([C:21]4[O:25][N:24]=[C:23]([CH3:26])[C:22]=4[NH:27][C:29]4[CH:30]=[CH:31][CH:32]=[C:33]([C:35]([N:37]5[CH2:38][CH2:39][N:40]([CH3:43])[CH2:41][CH2:42]5)=[O:36])[N:34]=4)=[CH:17][CH:16]=3)=[CH:13][CH:14]=2)[CH2:8][CH2:7]1)=[O:5])[CH3:2]. Reported procedure: Prepared according to the procedure described in Example 290, Step 1, using 1-[4′-(4-amino-3-methyl-isoxazol-5-yl)-biphenyl-4-yl]-cyclopropanecarboxylic acid ethyl ester and (6-bromo-pyridin-2-yl)-(4-methyl-piperazin-1-yl)-methanone. The reactants are solution, [Cl-].[Cl-].C(C)[Al+2] (ethyl aluminium dichloride), CC1(CC(CCC1)C(C)O)C (1-(3′,3′-dimethylcyclohexyl)ethanol), CC1(C)CO1 (isobutylenoxide). The solvent is C1(=CC=CC=C1)C (toluene), C1CCCCC1 (cyclohexane). Conditions: time 15 hour. Yields the product CC1(CC(CCC1)C(C)OC(CO)(C)C)C (2-[1′-(3″,3″-dimethylcyclohexyl)-ethoxy]-2-methylpropan-1-ol). The yield is 37.6%. As a reaction SMILES: [Cl-].[Cl-].C([Al+2])C.[CH3:6][C:7]1([CH3:16])[CH2:12][CH2:11][CH2:10][CH:9]([CH:13]([OH:15])[CH3:14])[CH2:8]1.[CH3:17][C:18]1([O:21][CH2:20]1)[CH3:19]>C1(C)C=CC=CC=1.C1CCCCC1>[CH3:16][C:7]1([CH3:6])[CH2:12][CH2:11][CH2:10][CH:9]([CH:13]([O:15][C:18]([CH3:19])([CH3:17])[CH2:20][OH:21])[CH3:14])[CH2:8]1 |f:0.1.2|. Procedure: At 0° C. under an atmosphere of nitrogen, 178 ml (321 mmol) of a 1.8 M solution of ethyl aluminium dichloride in toluene was slowly added to a stirred solution of 100 g (641 mmol) of 1-(3′,3′-dimethylcyclohexyl)ethanol and 55.4 g (769 mmol) of isobutylenoxide in 500 ml of cyclohexane. After complete addition, the cooling bath was removed, the reaction mixture was allowed to warm to room temperature, and stirring was continued at this temperature for 15 h. The reaction mixture was then poured int... RXN SMILES: [C:15](=[O:16])([O-:17])[O-:18].[CH2:2]([CH:3]=[CH2:4])[c:5]1[c:6]([S:11](=[O:12])(=[O:13])[NH2:14])[cH:7][cH:8][cH:9][cH:10]1.[Cl:22][CH2:23][Cl:24].[I:1].[K+:19].[K+:20].[OH2:21]>>[CH2:2]1[CH:3]2[CH2:4][N:14]2[S:11](=[O:12])(=[O:13])[c:6]2[c:5]1[cH:10][cH:9][cH:8][cH:7]2. Yields the product O=S1(=O)c2ccccc2CC2CN21. Reactants: O=C([O-])[O-], C=CCc1ccccc1S(N)(=O)=O, ClCCl, I, [K+], [K+], O.